This data is from the Open Reaction Database (ORD), a public repository of structured organic reaction records. The task is: describe an organic reaction: reactants, conditions, products, and yield The reactants are C1(=CC=CC=C1)P(C1=CC=CC=C1)C1=CC=CC=C1 (triphenylphosphine), FC=1C=C(C(=O)OCC)C=CC1C (ethyl 3-fluoro-4-methylbenzoate), BrN1C(CCC1=O)=O (N-bromosuccinimide). The reagents and catalysts are N(=NC(C#N)(C)C)C(C#N)(C)C (2,2′-azobisisobutyronitrile). Solvent: C(Cl)(Cl)(Cl)Cl (carbon tetrachloride). Run at temperature 100 celsius, time 16 hour. The product is [Br-].C(C)OC(=O)C1=CC(=C(C[P+](C2=CC=CC=C2)(C2=CC=CC=C2)C2=CC=CC=C2)C=C1)F ([4-(ethoxycarbonyl)-2-fluorobenzyl](triphenyl)phosphonium bromide). The yield is 83.7%. RXN SMILES: [F:1][C:2]1[CH:3]=[C:4]([CH:10]=[CH:11][C:12]=1[CH3:13])[C:5]([O:7][CH2:8][CH3:9])=[O:6].[Br:14]N1C(=O)CCC1=O.[C:22]1([P:28]([C:35]2[CH:40]=[CH:39][CH:38]=[CH:37][CH:36]=2)[C:29]2[CH:34]=[CH:33][CH:32]=[CH:31][CH:30]=2)[CH:27]=[CH:26][CH:25]=[CH:24][CH:23]=1>C(Cl)(Cl)(Cl)Cl.N(C(C)(C)C#N)=NC(C)(C)C#N>[Br-:14].[CH2:8]([O:7][C:5]([C:4]1[CH:10]=[CH:11][C:12]([CH2:13][P+:28]([C:29]2[CH:30]=[CH:31][CH:32]=[CH:33][CH:34]=2)([C:35]2[CH:40]=[CH:39][CH:38]=[CH:37][CH:36]=2)[C:22]2[CH:23]=[CH:24][CH:25]=[CH:26][CH:27]=2)=[C:2]([F:1])[CH:3]=1)=[O:6])[CH3:9] |f:5.6|. Procedure: To a solution of ethyl 3-fluoro-4-methylbenzoate (8.586 g, 47.13 mmol) in carbon tetrachloride (70 ml) were added N-bromosuccinimide (8.388 g, 47.13 mmol) and 2,2′-azobisisobutyronitrile (309.6 mg, 1.885 mmol), and the mixture was stirred at 90° C. for 30 mins and at 100° C. for 16 hrs. The reaction mixture was cooled to 0° C., and the precipitated solid was filtered off and washed twice with hexane. The filtrate and washing solution were combined, and the mixture was washed twice with water and...